This data is from the Open Reaction Database (ORD), a public repository of structured organic reaction records. The task is: describe an organic reaction: reactants, conditions, products, and yield Starting materials: CC[SiH](CC)CC, COC(=O)c1ccc(Cl)c2c1C(O)C(C)(C)C(c1cccc(Br)c1)N2, O=C(O)C(F)(F)F. The product is COC(=O)c1ccc(Cl)c2c1CC(C)(C)C(c1cccc(Br)c1)N2. RXN SMILES: [CH2:26]([SiH:27]([CH2:28][CH3:29])[CH2:30][CH3:31])[CH3:32].[CH3:1][O:2][C:3](=[O:4])[c:5]1[c:6]2[c:11]([c:12]([Cl:15])[cH:13][cH:14]1)[NH:10][CH:9]([c:16]1[cH:17][c:18]([Br:22])[cH:19][cH:20][cH:21]1)[C:8]([CH3:23])([CH3:24])[CH:7]2[OH:25].[OH:33][C:34]([C:35]([F:36])([F:37])[F:38])=[O:39]>>[CH3:1][O:2][C:3](=[O:4])[c:5]1[c:6]2[c:11]([c:12]([Cl:15])[cH:13][cH:14]1)[NH:10][CH:9]([c:16]1[cH:17][c:18]([Br:22])[cH:19][cH:20][cH:21]1)[C:8]([CH3:23])([CH3:24])[CH2:7]2. Reactants: C(#N)C=1C=C(N2C1C=CC1=CC=CC=C21)C(C2=CC=C(C=C2)N2C=NC=C2)=O (3-cyano-1-(4-imidazol-1-yl-benzoyl)-pyrrolo[1,2-a]quinoline), [BH4-].[Na+] (sodium borohydride). Run in CO.C(Cl)(Cl)Cl (methanol chloroform). Reaction conditions: time 8 hour. The product is C(#N)C=1C=C(N2C1C=CC1=CC=CC=C21)C(C2=CC=C(C=C2)N2C=NC=C2)O (3-Cyano-1-[hydroxy-(4-imidazol-1-yl-phenyl)-methyl] -pyrrolo[1,2-a]quinoline). Yield: 95.8%. Reaction SMILES: [C:1]([C:3]1[CH:4]=[C:5]([C:16](=[O:28])[C:17]2[CH:22]=[CH:21][C:20]([N:23]3[CH:27]=[CH:26][N:25]=[CH:24]3)=[CH:19][CH:18]=2)[N:6]2[C:15]3[C:10](=[CH:11][CH:12]=[CH:13][CH:14]=3)[CH:9]=[CH:8][C:7]=12)#[N:2].[BH4-].[Na+]>CO.C(Cl)(Cl)Cl>[C:1]([C:3]1[CH:4]=[C:5]([CH:16]([OH:28])[C:17]2[CH:18]=[CH:19][C:20]([N:23]3[CH:27]=[CH:26][N:25]=[CH:24]3)=[CH:21][CH:22]=2)[N:6]2[C:15]3[C:10](=[CH:11][CH:12]=[CH:13][CH:14]=3)[CH:9]=[CH:8][C:7]=12)#[N:2] |f:1.2,3.4|. Procedure details: To a solution of 3-cyano-1-(4-imidazol-1-yl-benzoyl)-pyrrolo[1,2-a]quinoline (40 mg, 0.11 mmol) in 1:1 methanol/chloroform (10 mL) was added sodium borohydride portion-wise over 1 h and the reaction mixture was stirred overnight. It was worked up as described in Example 22 and the crude was purified by chromatography (5% methanol/chloroform) to yield the title compound (38.4 mg, 95%). 1H NMR (CDCl3/MeOH-d4): 8.80 (d, J=8.7 Hz, 1H), 7.93 (s, 1H), 7.80 (dd, J=7.8, 1.5 Hz, 1H), 7.53 (m, 8H), 7.38 (... Starting materials: ClC1=CC=C(C=C1)C(=O)C=1C=C2C(=CC(=NC2=CC1)Br)Br ((4-chlorophenyl)(2,4-dibromoquinolin-6-yl)methanone), O (water). Solvent: C1(=CC=CC=C1)C (toluene), CCOC(=O)C (EtOAc). Reaction conditions: temperature 70 celsius. Yields the product BrC1=CC(=NC2=CC=C(C=C12)C(=O)C1=CC=C(C=C1)Cl)OC(C)(C)C ((4-bromo-2-(tert-butoxy)quinolin-6-yl)(4-chlorophenyl)methanone). Reaction SMILES: [Cl:1][C:2]1[CH:7]=[CH:6][C:5]([C:8]([C:10]2[CH:11]=[C:12]3[C:17](=[CH:18][CH:19]=2)[N:16]=[C:15](Br)[CH:14]=[C:13]3[Br:21])=[O:9])=[CH:4][CH:3]=1.[OH2:22]>C1(C)C=CC=CC=1.CCOC(C)=O>[Br:21][C:13]1[C:12]2[C:17](=[CH:18][CH:19]=[C:10]([C:8]([C:5]3[CH:6]=[CH:7][C:2]([Cl:1])=[CH:3][CH:4]=3)=[O:9])[CH:11]=2)[N:16]=[C:15]([O:22][C:5]([CH3:8])([CH3:6])[CH3:4])[CH:14]=1. Procedure: A mixture of (4-chlorophenyl)(2,4-dibromoquinolin-6-yl)methanone (5 g) and KOBut (1.1 eq. 12.93 mmol) in dry toluene (60 mL) was heated at 70° C. for 2 hr. and then cooled to room temperature. The reaction was diluted with EtOAc and water. The aqueous layer was extracted with ethyl acetate. The organics were combined and then washed with water, concentrated and subjected to chromatography (5-15% EtOAc/hexanes silica column) to yield (4-bromo-2-(tert-butoxy)quinolin-6-yl)(4-chlorophenyl)methanone... Reactants: CNCC(O)CN1CCC(Oc2ccc(Cl)c(Cl)c2)CC1, O=C(O)c1sc(=O)[nH]c1C(F)(F)F. Yields the product CN(CC(O)CN1CCC(Oc2ccc(Cl)c(Cl)c2)CC1)C(=O)c1sc(=O)[nH]c1C(F)(F)F. RXN SMILES: [Cl:1][c:2]1[cH:3][c:4]([O:5][CH:6]2[CH2:7][CH2:8][N:9]([CH2:12][CH:13]([CH2:14][NH:15][CH3:16])[OH:17])[CH2:10][CH2:11]2)[cH:18][cH:19][c:20]1[Cl:21].[O:22]=[c:23]1[s:24][c:25]([C:32](=[O:33])[OH:34])[c:26]([C:28]([F:29])([F:30])[F:31])[nH:27]1>>[Cl:1][c:2]1[cH:3][c:4]([O:5][CH:6]2[CH2:7][CH2:8][N:9]([CH2:12][CH:13]([CH2:14][N:15]([CH3:16])[C:32]([c:25]3[s:24][c:23](=[O:22])[nH:27][c:26]3[C:28]([F:29])([F:30])[F:31])=[O:34])[OH:17])[CH2:10][CH2:11]2)[cH:18][cH:19][c:20]1[Cl:21].